Dataset: the Open Reaction Database (ORD), a public repository of structured organic reaction records. Task: describe an organic reaction: reactants, conditions, products, and yield The reactants are FC(C(=O)N(CC1CCNCC1)[C@H]1[C@@H](C1)C1=CC=CC=C1)(F)F (2,2,2-trifluoro-N-(trans-2-phenylcyclopropyl)-N-(piperidin-4-ylmethyl)acetamide), N1=CC=CC=C1 (pyridine), [NH4+].[Cl-] (NH4Cl), C1(=CC=CC=C1)S(=O)(=O)Cl (benzenesulfonyl chloride). The solvent is C(Cl)(Cl)Cl (chloroform). Conditions: time 1 hour. Product: C1(=CC=CC=C1)[C@H]1[C@@H](C1)NCC1CCN(CC1)S(=O)(=O)C1=CC=CC=C1 (trans-2-phenyl-N-((1-(phenylsulfonyl)piperidin-4-yl)methyl)cyclopropanamine). Yield: 8.5%. As a reaction SMILES: FC(F)(F)C([N:5]([C@@H:13]1[CH2:15][C@H:14]1[C:16]1[CH:21]=[CH:20][CH:19]=[CH:18][CH:17]=1)[CH2:6][CH:7]1[CH2:12][CH2:11][NH:10][CH2:9][CH2:8]1)=O.N1C=CC=CC=1.[C:30]1([S:36](Cl)(=[O:38])=[O:37])[CH:35]=[CH:34][CH:33]=[CH:32][CH:31]=1.[NH4+].[Cl-]>C(Cl)(Cl)Cl>[C:16]1([C@@H:14]2[CH2:15][C@H:13]2[NH:5][CH2:6][CH:7]2[CH2:8][CH2:9][N:10]([S:36]([C:30]3[CH:35]=[CH:34][CH:33]=[CH:32][CH:31]=3)(=[O:38])=[O:37])[CH2:11][CH2:12]2)[CH:17]=[CH:18][CH:19]=[CH:20][CH:21]=1 |f:3.4|. Procedure: To the solution of 2,2,2-trifluoro-N-(trans-2-phenylcyclopropyl)-N-(piperidin-4-ylmethyl)acetamide (100 mg, 0.306 mmol) (Example 11b) in chloroform (2 mL) was added pyridine (0.099 mL, 1.226 mmol) followed by benzenesulfonyl chloride (0.059 mL, 0.460 mmol). The reaction mixture was stirred at room temperature for 1 hr. The saturated solution of NH4Cl was added, and layers were separated. Organic layer was evaporated and the oil dissolved in ethanol (2 mL) and 0.5 mL of 1 M NaOH was added. The re... The reactants are BrC1=CC(=C(C=C1)NC1=CC(=C(C=C1)C(=O)C1=C(C=CC=C1)C)Cl)COCCO ([4-({4-Bromo-2-[(2-hydroxyethoxy)methyl]phenyl}amino)-2-chlorophenyl](2-methylphenyl)methanone), C(C)(=O)O[C@@H]1C(=O)NC([C@@H]1OC(C)=O)=O (2,3-cis-diacetoxysuccinimide), compound 219. Yields the product BrC=1C=CC(=C(COCCN2C([C@H]([C@H](C2=O)OC(C)=O)OC(C)=O)=O)C1)NC1=CC(=C(C=C1)C(=O)C1=C(C=CC=C1)C)Cl (1-(2-{[5-Bromo-2-({3-chloro-4-[(2-methylphenyl)carbonyl]phenyl}amino)benzyl]oxy}ethyl)-3,4-cis-diacetoxypyrrolidine-2,5-dione). Reaction SMILES: [Br:1][C:2]1[CH:7]=[CH:6][C:5]([NH:8][C:9]2[CH:14]=[CH:13][C:12]([C:15]([C:17]3[CH:22]=[CH:21][CH:20]=[CH:19][C:18]=3[CH3:23])=[O:16])=[C:11]([Cl:24])[CH:10]=2)=[C:4]([CH2:25][O:26][CH2:27][CH2:28]O)[CH:3]=1.[C:30]([O:33][C@H:34]1[C@@H:39]([O:40][C:41](=[O:43])[CH3:42])[C:38](=[O:44])[NH:37][C:35]1=[O:36])(=[O:32])[CH3:31]>>[Br:1][C:2]1[CH:7]=[CH:6][C:5]([NH:8][C:9]2[CH:14]=[CH:13][C:12]([C:15]([C:17]3[CH:22]=[CH:21][CH:20]=[CH:19][C:18]=3[CH3:23])=[O:16])=[C:11]([Cl:24])[CH:10]=2)=[C:4]([CH:3]=1)[CH2:25][O:26][CH2:27][CH2:28][N:37]1[C:38](=[O:44])[C@H:39]([O:40][C:41](=[O:43])[CH3:42])[C@H:34]([O:33][C:30](=[O:32])[CH3:31])[C:35]1=[O:36]. Procedure: Compound 158 (67 mg, 0.1 mmol) and 2,3-cis-diacetoxysuccinimide (30 mg, 0.14 mmol) were treated as described in the preparation of compound 219. Purification was done by flash chromatography (CH2Cl2/ethyl acetate 1:20) to provide the title compound as yellow oil. Reactants: Cl (HCl), BrCCBr (1,2-dibromoethane), C(=O)(OCC)N1CCC(CC1)=O (1-carbethoxy-4-piperidone), ketone, aryl halide, BrC1=C(C=CC=C1)OC(C)C (1-Bromo-2-(1-methylethoxy)benzene). Run in CCOCC (ether), CCOCC (ether). Conditions: temperature 22 celsius, time 2 hour. Yields the product C(=O)(OCC)N1CCC(CC1)(O)C1=C(C=CC=C1)OC(C)C (1-Carbethoxy-4-[2-(1-methylethoxy)phenyl]-4-piperidinol). Yield: 91.7%. RXN SMILES: BrCCBr.Br[C:6]1[CH:11]=[CH:10][CH:9]=[CH:8][C:7]=1[O:12][CH:13]([CH3:15])[CH3:14].[C:16]([N:21]1[CH2:26][CH2:25][C:24](=[O:27])[CH2:23][CH2:22]1)([O:18][CH2:19][CH3:20])=[O:17].Cl>CCOCC>[C:16]([N:21]1[CH2:22][CH2:23][C:24]([C:6]2[CH:11]=[CH:10][CH:9]=[CH:8][C:7]=2[O:12][CH:13]([CH3:15])[CH3:14])([OH:27])[CH2:25][CH2:26]1)([O:18][CH2:19][CH3:20])=[O:17]. Reported procedure: To a suspended solution of Mg chips (10.07 g, 0.414 mol) in anhydrous ether (150 mL) at 22° C. under argon was added ca. 0.15 mL of 1,2-dibromoethane. Then 43.7 g (0.200 mol) of XIV in 200 mL of ether was added dropwise. After 50% of the aryl halide was added, the reaction began to reflux vigorously. The flask was cooled in an ice bath. After the refluxing had subsided somewhat, the ice bath was removed and the remaining aryl halide was added over a 1.5 h period. The resultant Grignard reagent w... The reactants are CCO, CC1(C)CC(NC(=O)Oc2ccccc2)c2cc(-c3ccc(Cl)cc3)c(-c3ccc(Cl)cc3Cl)nc2O1, NN. Yields the product CC1(C)CC(NC(=O)NN)c2cc(-c3ccc(Cl)cc3)c(-c3ccc(Cl)cc3Cl)nc2O1. Reaction SMILES: [CH3:40][CH2:41][OH:42].[Cl:1][c:2]1[cH:3][cH:4][c:5](-[c:8]2[cH:9][c:10]3[c:11]([n:12][c:13]2-[c:14]2[c:15]([Cl:21])[cH:16][c:17]([Cl:20])[cH:18][cH:19]2)[O:22][C:23]([CH3:36])([CH3:37])[CH2:24][CH:25]3[NH:26][C:27]([O:28][c:30]2[cH:31][cH:32][cH:33][cH:34][cH:35]2)=[O:29])[cH:6][cH:7]1.[NH2:38][NH2:39]>>[Cl:1][c:2]1[cH:3][cH:4][c:5](-[c:8]2[cH:9][c:10]3[c:11]([n:12][c:13]2-[c:14]2[c:15]([Cl:21])[cH:16][c:17]([Cl:20])[cH:18][cH:19]2)[O:22][C:23]([CH3:36])([CH3:37])[CH2:24][CH:25]3[NH:26][C:27](=[O:28])[NH:38][NH2:39])[cH:6][cH:7]1. Reactants: CC=1N=C(SC1C(=O)O)N1C=NN(C1=O)CC1=CC=C(C=C1)C(F)(F)F (4-methyl-2-(5-oxo-1-(4-(trifluoromethyl)benzyl)-1H-1,2,4-triazol-4(5H)-yl)thiazole-5-carboxylic acid), FC1=CC=C(CN2N=CN(C2=O)C=2SC(=C(N2)C)C(=O)O)C=C1 (2-(1-(4-fluorobenzyl)-5-oxo-1H-1,2,4-triazol-4(5H)-yl)-4-methylthiazole-5-carboxylic acid), Cl.S1C(=NC=C1)CN (thiazol-2-ylmethanamine hydrochloride). Product: FC1=CC=C(CN2N=CN(C2=O)C=2SC(=C(N2)C)C(=O)NCC=2SC=CN2)C=C1 (2-(1-(4-fluorobenzyl)-5-oxo-1H-1,2,4-triazol-4(5H)-yl)-4-methyl-N-(thiazol-2-ylmethyl)thiazole-5-carboxamide). The yield is 66.0%. Reaction SMILES: CC1N=C(N2C(=O)N(CC3C=CC(C(F)(F)F)=CC=3)N=C2)SC=1C(O)=O.[F:27][C:28]1[CH:49]=[CH:48][C:31]([CH2:32][N:33]2[C:37](=[O:38])[N:36]([C:39]3[S:40][C:41]([C:45](O)=[O:46])=[C:42]([CH3:44])[N:43]=3)[CH:35]=[N:34]2)=[CH:30][CH:29]=1.Cl.[S:51]1[CH:55]=[CH:54][N:53]=[C:52]1[CH2:56][NH2:57]>>[F:27][C:28]1[CH:49]=[CH:48][C:31]([CH2:32][N:33]2[C:37](=[O:38])[N:36]([C:39]3[S:40][C:41]([C:45]([NH:57][CH2:56][C:52]4[S:51][CH:55]=[CH:54][N:53]=4)=[O:46])=[C:42]([CH3:44])[N:43]=3)[CH:35]=[N:34]2)=[CH:30][CH:29]=1 |f:2.3|. Reported procedure: Following the procedure as described in Example 21, making variations as required to replace 4-methyl-2-(5-oxo-1-(4-(trifluoromethyl)benzyl)-1H-1,2,4-triazol-4(5H)-yl)thiazole-5-carboxylic acid with 2-(1-(4-fluorobenzyl)-5-oxo-1H-1,2,4-triazol-4(5H)-yl)-4-methylthiazole-5-carboxylic acid to react with thiazol-2-ylmethanamine hydrochloride, the title compound was obtained as a white solid in 66% yield: mp 189-190° C. (ethyl acetate/hexane); 1H NMR (300 MHz, CDCl3) δ 8.25 (s, 1H), 7.74 (br s, 1H),... Reactants: CS(=O)(=O)Cl, C[N+](C)(C)C, Cc1ccccc1, [Cl-], Cc1nn(-c2cc(N)c(Cl)cc2Cl)c(=O)n1C(F)F. Yields the product Cc1nn(-c2cc(NS(C)(=O)=O)c(Cl)cc2Cl)c(=O)n1C(F)F. As a reaction SMILES: [CH3:20][S:21]([Cl:22])(=[O:23])=[O:24].[CH3:26][N+:27]([CH3:28])([CH3:29])[CH3:30].[CH3:31][c:32]1[cH:33][cH:34][cH:35][cH:36][cH:37]1.[Cl-:25].[NH2:1][c:2]1[c:3]([Cl:19])[cH:4][c:5]([Cl:18])[c:6](-[n:8]2[n:9][c:10]([CH3:17])[n:11]([CH:14]([F:15])[F:16])[c:12]2=[O:13])[cH:7]1>>[NH:1]([c:2]1[c:3]([Cl:19])[cH:4][c:5]([Cl:18])[c:6](-[n:8]2[n:9][c:10]([CH3:17])[n:11]([CH:14]([F:15])[F:16])[c:12]2=[O:13])[cH:7]1)[S:21]([CH3:20])(=[O:23])=[O:24]. Starting materials: C(OC(C)(C)C)(OC1NOC2=C1C=C(C(=C2F)N2C[C@H](O[C@H](C2)C)C)C=O)=O (tert-butyl 6-[(2R,6S)-2,6-dimethylmorpholin-4-yl]-7-fluoro-5-formyl-2,3-dihydro-1,2-benzisoxazol-3-yl carbonate), C(OC(C)(C)C)(OC1NOC2=C1C=C(C(=C2F)N2C[C@H](O[C@H](C2)C)C)C=O)=O (tert-butyl 6-[(2R,6S)-2,6-dimethylmorpholin-4-yl]-7-fluoro-5-formyl-2,3-dihydro-1,2-benzisoxazol-3-yl carbonate), Cl (HCl). Run in CO (methanol). Conditions: temperature 75 celsius. Product: C[C@@H]1CN(C[C@@H](O1)C)C1=C(C2=C(C(=NO2)O)C=C1C=O)F (6-[(2R,6S)-2,6-dimethylmorpholin-4-yl]-7-fluoro-3-hydroxy-1,2-benzisoxazole-5-carbaldehyde). Reaction SMILES: C(=O)([O:7][CH:8]1[C:12]2[CH:13]=[C:14]([CH:26]=[O:27])[C:15]([N:18]3[CH2:23][C@H:22]([CH3:24])[O:21][C@H:20]([CH3:25])[CH2:19]3)=[C:16]([F:17])[C:11]=2[O:10][NH:9]1)OC(C)(C)C.Cl>CO>[CH3:25][C@H:20]1[O:21][C@@H:22]([CH3:24])[CH2:23][N:18]([C:15]2[C:14]([CH:26]=[O:27])=[CH:13][C:12]3[C:8]([OH:7])=[N:9][O:10][C:11]=3[C:16]=2[F:17])[CH2:19]1. Reported procedure: To a stirred solution of tert-butyl 6-[(2R,6S)-2,6-dimethylmorpholin-4-yl]-7-fluoro-5-formyl-2,3-dihydro-1,2-benzisoxazol-3-yl carbonate (Intermediate 533, 0.5 g, 1.2 mmol) in methanol (5 ml) was added 5 ml of 5% aqueous HCl before heating at 75° C. for 2 hours. The reaction mixture was quenched with 10% aqueous sodium bicarbonate solution and extracted with EtOAc. The organic layer were washed with water, dried (sodium sulfate), and concentrated. The residue purified over a silica gel flash col... The reactants are C(O)([O-])=O.[Na+] (sodium hydrogen carbonate), O (Water), FC(C(=O)O)(F)F (trifluoroacetic acid), C(C)(C)(C)OC(N(C)[C@H](CC1=CC=C(C=C1)C1=CC=CC=C1)C(N(CCC=1SC=CC1)C)=O)=O (N-((1R)-2-(biphenyl-4-yl)-1-(N-methyl-N-(2-(2-thienyl)ethyl)carbamoyl)ethyl)-N-methylcarbamic acid tert-butyl ester), C(O)([O-])=O.[Na+] (sodium hydrogen carbonate). Run in ClCCl (dichloromethane). Conditions: temperature 0 celsius, time 3 hour. The product is C1(=CC=C(C=C1)C[C@H](C(=O)N(CCC=1SC=CC1)C)NC)C1=CC=CC=C1 ((2R)-3-(biphenyl-4-yl)-N-methyl-2-(methylamino)-N-(2-(2-thienyl)ethyl)propionamide). The yield is 93.7%. RXN SMILES: FC(F)(F)C(O)=O.C(O[C:13](=O)[N:14]([C@@H:16]([C:30](=[O:40])[N:31]([CH3:39])[CH2:32][CH2:33][C:34]1[S:35][CH:36]=[CH:37][CH:38]=1)[CH2:17][C:18]1[CH:23]=[CH:22][C:21]([C:24]2[CH:29]=[CH:28][CH:27]=[CH:26][CH:25]=2)=[CH:20][CH:19]=1)C)(C)(C)C.C(=O)([O-])O.[Na+].O>ClCCl>[C:21]1([C:24]2[CH:25]=[CH:26][CH:27]=[CH:28][CH:29]=2)[CH:20]=[CH:19][C:18]([CH2:17][C@@H:16]([NH:14][CH3:13])[C:30]([N:31]([CH3:39])[CH2:32][CH2:33][C:34]2[S:35][CH:36]=[CH:37][CH:38]=2)=[O:40])=[CH:23][CH:22]=1 |f:2.3|. Procedure details: At 0° C., trifluoroacetic acid (4 ml) was added to a solution of N-((1R)-2-(biphenyl-4-yl)-1-(N-methyl-N-(2-(2-thienyl)ethyl)carbamoyl)ethyl)-N-methylcarbamic acid tert-butyl ester (910 mg, 1.90 mmol) in dichloromethane (4 ml). The reaction mixture was stirred for 3 h at 0° C. A saturated solution of sodium hydrogen carbonate (8 ml) was added. Solid sodium hydrogen carbonate was added, until pH 7 was obtained. Water was added, until a clear solution was obtained. The phases were separated. The a... Starting materials: COC(=O)c1cc(C(C)Br)c2oc(N3CCOCC3)cc(=O)c2c1, Nc1cccc(Cl)c1F, ClCCl. Yields the product COC(=O)c1cc(C(C)Nc2cccc(Cl)c2F)c2oc(N3CCOCC3)cc(=O)c2c1. RXN SMILES: [Br:10][CH:11]([CH3:12])[c:13]1[cH:14][c:15]([C:30](=[O:31])[O:32][CH3:33])[cH:16][c:17]2[c:18](=[O:29])[cH:19][c:20]([N:23]3[CH2:24][CH2:25][O:26][CH2:27][CH2:28]3)[o:21][c:22]12.[Cl:1][c:2]1[c:3]([F:9])[c:4]([NH2:5])[cH:6][cH:7][cH:8]1.[Cl:34][CH2:35][Cl:36]>>[Cl:1][c:2]1[c:3]([F:9])[c:4]([NH:5][CH:11]([CH3:12])[c:13]2[cH:14][c:15]([C:30](=[O:31])[O:32][CH3:33])[cH:16][c:17]3[c:18](=[O:29])[cH:19][c:20]([N:23]4[CH2:24][CH2:25][O:26][CH2:27][CH2:28]4)[o:21][c:22]23)[cH:6][cH:7][cH:8]1. The reactants are BrC1=CC(=C(C=C1)C=1NC=C(N1)C1=NC(=NN1C(C)C)C)F (5-(2-(4-bromo-2-fluorophenyl)-1H-imidazol-4-yl)-1-isopropyl-3-methyl-1H-1,2,4-triazole), Cl.BrC1=CC(=C(C(N)=N)C=C1)F (4-bromo-2-fluorobenzimidamide hydrochloride), ClCC(C(=O)O)=O (3-Chloro-2-oxopropanoic acid). Yields the product BrC1=CC(=C(C=C1)C=1NC=C(N1)C(=O)O)F (2-(4-bromo-2-fluorophenyl)-1H-imidazole-4-carboxylic acid). As a reaction SMILES: BrC1C=CC(C2NC=C(C3N(C(C)C)N=C(C)N=3)N=2)=C(F)C=1.Cl.[Br:24][C:25]1[CH:33]=[CH:32][C:28]([C:29](=[NH:31])[NH2:30])=[C:27]([F:34])[CH:26]=1.Cl[CH2:36][C:37](=O)[C:38]([OH:40])=[O:39]>>[Br:24][C:25]1[CH:33]=[CH:32][C:28]([C:29]2[NH:30][CH:36]=[C:37]([C:38]([OH:40])=[O:39])[N:31]=2)=[C:27]([F:34])[CH:26]=1 |f:1.2|. Procedure: Scheme 11 shows the synthesis of 5-(2-(4-bromo-2-fluorophenyl)-1H-imidazol-4-yl)-1-isopropyl-3-methyl-1H-1,2,4-triazole V from 4-bromo-2-fluorobenzimidamide hydrochloride 12. 3-Chloro-2-oxopropanoic acid and 12 are reacted with base to give 2-(4-bromo-2-fluorophenyl)-1H-imidazole-4-carboxylic acid 30. Alternatively, 3-bromo-2-oxopropanoic acid can be reacted with 12 to give 30. Reaction of 30 with N′-isopropylacetohydrazonamide 6 and coupling reagent HBTU (N,N,N′,N′-tetramethyl-O-(1H-benzotriazo...